From a dataset of the Open Reaction Database (ORD), a public repository of structured organic reaction records. describe an organic reaction: reactants, conditions, products, and yield Product: CC1(CCCCC1)C=1C=C(C(=O)Cl)C=CC1OC (3-(1-methylcyclohexyl)-4-methoxy benzoyl chloride). Reaction SMILES: [CH3:1][C:2]1([C:8]2[CH:9]=[C:10]([CH:14]=[CH:15][C:16]=2[O:17][CH3:18])[C:11](O)=[O:12])[CH2:7][CH2:6][CH2:5][CH2:4][CH2:3]1.C1(NC2CCCCC2)CCCCC1.S(Cl)([Cl:34])=O>ClCCl>[CH3:1][C:2]1([C:8]2[CH:9]=[C:10]([CH:14]=[CH:15][C:16]=2[O:17][CH3:18])[C:11]([Cl:34])=[O:12])[CH2:7][CH2:6][CH2:5][CH2:4][CH2:3]1. Reported procedure: In a round bottom flask, there are introduced 4.96g (20 mmoles) of 3-(1-methylcyclohexyl)-4-methoxy benzoic acid, 75 ml of dichloromethane, and 4ml (20 mmoles) of dicyclohexylamine. The reaction mixture is stirred for 1 hour. To the resulting solution, there are added 1.45 ml (20 mmoles) of thionyl chloride (SOCl2 and the mixture is stirred for 2 hours at ambient temperature. The reaction mixture is then evaporated to dryness and taken up in 200 ml of ether. The dicyclohexyl-ammonium chloride is... Isolated yield 99.3%. Run in ClCCl (dichloromethane). Reaction conditions: time 1 hour. The reactants are CC1(CCCCC1)C=1C=C(C(=O)O)C=CC1OC (3-(1-methylcyclohexyl)-4-methoxy benzoic acid), C1(CCCCC1)NC1CCCCC1 (dicyclohexylamine), S(=O)(Cl)Cl (thionyl chloride), O=S(Cl)Cl (SOCl2). The reactants are CCOC(=O)Cc1nc(CN2CCN(S(=O)(=O)c3cc4ccc(Cl)cc4s3)CC2=O)sc1CN, CCO. Yields the product O=C1Cc2nc(CN3CCN(S(=O)(=O)c4cc5ccc(Cl)cc5s4)CC3=O)sc2CN1. As a reaction SMILES: [CH2:1]([O:3][C:4](=[O:2])[CH2:5][c:6]1[n:7][c:8]([CH2:13][N:14]2[C:15](=[O:33])[CH2:16][N:17]([S:20](=[O:21])(=[O:22])[c:23]3[cH:24][c:25]4[c:26]([s:27]3)[cH:28][c:29]([Cl:32])[cH:30][cH:31]4)[CH2:18][CH2:19]2)[s:9][c:10]1[CH2:11][NH2:12])[CH3:34].[CH3:35][CH2:36][OH:37]>>[O:3]=[C:4]1[CH2:5][c:6]2[n:7][c:8]([CH2:13][N:14]3[C:15](=[O:33])[CH2:16][N:17]([S:20](=[O:21])(=[O:22])[c:23]4[cH:24][c:25]5[c:26]([s:27]4)[cH:28][c:29]([Cl:32])[cH:30][cH:31]5)[CH2:18][CH2:19]3)[s:9][c:10]2[CH2:11][NH:12]1. The reactants are CC(C)([O-])C.[K+] (Potassium tert-butoxide), [Cl-].COC[P+](C1=CC=CC=C1)(C1=CC=CC=C1)C1=CC=CC=C1 ((Methoxymethyl)triphenylphosphonium chloride), FC(C(=O)N[C@@H]1CCN(CCC1=O)C=1N(N=CC1[N+](=O)[O-])C)(F)F (2,2,2-Trifluoro-N-[(4R)-1-(2-methyl-4-nitro-pyrazol-3-yl)-5-oxo-azepan-4-yl]acetamide). The solvent is C1CCOC1 (THF), C(C)OCC (ethyl ether), C1CCOC1 (THF). Conditions: temperature -15 celsius, time 1 hour. The product is FC(C(=O)N[C@@H]1CCN(CCC1=COC)C=1N(N=CC1[N+](=O)[O-])C)(F)F (2,2,2-trifluoro-N-[(4R)-5-(methoxymethylene)-1-(2-methyl-4-nitro-pyrazol-3-yl)azepan-4-yl]acetamide). Reaction SMILES: [Cl-].[CH3:2][O:3][CH2:4][P+](C1C=CC=CC=1)(C1C=CC=CC=1)C1C=CC=CC=1.CC(C)([O-])C.[K+].[F:30][C:31]([F:53])([F:52])[C:32]([NH:34][C@H:35]1[C:41](=O)[CH2:40][CH2:39][N:38]([C:43]2[N:44]([CH3:51])[N:45]=[CH:46][C:47]=2[N+:48]([O-:50])=[O:49])[CH2:37][CH2:36]1)=[O:33]>C(OCC)C.C1COCC1>[F:30][C:31]([F:53])([F:52])[C:32]([NH:34][C@H:35]1[C:41](=[CH:2][O:3][CH3:4])[CH2:40][CH2:39][N:38]([C:43]2[N:44]([CH3:51])[N:45]=[CH:46][C:47]=2[N+:48]([O-:50])=[O:49])[CH2:37][CH2:36]1)=[O:33] |f:0.1,2.3|. Reported procedure: (Methoxymethyl)triphenylphosphonium chloride (5.59 g, 15.8 mmol) (dried on vacuum overnight before use) was suspended in ethyl ether (65 mL). The suspension was cooled to −15° C. Potassium tert-butoxide (1.0 mol/L) in THF (12.6 mL, 12.6 mmol) was added slowly and the bright orange suspension was stirred at −25° C. to −10° C. for 1 h while the color persisted. 2,2,2-Trifluoro-N-[(4R)-1-(2-methyl-4-nitro-pyrazol-3-yl)-5-oxo-azepan-4-yl]acetamide (1.38 g, 3.95 mmol) was dissolved in THF (12 mL) and... Starting materials: ClC=1N=NC(=CC1)C1=CC(=CC=C1)Cl (3-chloro-6-(m-chlorophenyl)pyridazine), C(C)(=O)NN (acetylhydrazine). The solvent is C(CCC)O (n-butanol). The product is ClC=1C=C(C=CC1)C=1C=CC=2N(N1)C(=NN2)C (6-(m-chlorophenyl)-3-methyl-1,2,4-triazolo-[4,3-b]pyridazine). RXN SMILES: Cl[C:2]1[N:3]=[N:4][C:5]([C:8]2[CH:13]=[CH:12][CH:11]=[C:10]([Cl:14])[CH:9]=2)=[CH:6][CH:7]=1.[C:15]([NH:18][NH2:19])(=O)[CH3:16]>C(O)CCC>[Cl:14][C:10]1[CH:9]=[C:8]([C:5]2[CH:6]=[CH:7][C:2]3[N:3]([C:15]([CH3:16])=[N:18][N:19]=3)[N:4]=2)[CH:13]=[CH:12][CH:11]=1. Procedure details: A mixture of 2.0 g. of 3-chloro-6-(m-chlorophenyl)pyridazine, 50 ml. of n-butanol and 1.32 g. of acetylhydrazine is refluxed for 18 hrs. The mixture is concentrated to dryness under vacuum and the residue dissolved in methylene chloride. The solution is passed through a short column of hydrous magnesium silicate. The eluent is refluxed while hexane is gradually added until crystals separated. Cooling and filtering gives 1.50 g. of crystals, m.p. 171°-172.5° C. Reactants: [Al+3], C1CCOC1, [H-], [H-], [H-], [H-], [Li+], CC(C)(C)OC(=O)c1c(-c2cccc(N)c2)cc(-c2ccccc2O)nc1N. Yields the product Nc1cccc(-c2cc(-c3ccccc3O)nc(N)c2CO)c1. As a reaction SMILES: [Al+3:2].[CH2:35]1[O:36][CH2:37][CH2:38][CH2:39]1.[H-:1].[H-:4].[H-:5].[H-:6].[Li+:3].[NH2:7][c:8]1[c:9]([C:10](=[O:11])[O:12][C:13]([CH3:14])([CH3:15])[CH3:16])[c:17](-[c:28]2[cH:29][c:30]([NH2:34])[cH:31][cH:32][cH:33]2)[cH:18][c:19](-[c:21]2[c:22]([OH:27])[cH:23][cH:24][cH:25][cH:26]2)[n:20]1>>[NH2:7][c:8]1[c:9]([CH2:10][OH:11])[c:17](-[c:28]2[cH:29][c:30]([NH2:34])[cH:31][cH:32][cH:33]2)[cH:18][c:19](-[c:21]2[c:22]([OH:27])[cH:23][cH:24][cH:25][cH:26]2)[n:20]1. The reactants are ClC=1C=C2C=C(C(OC2=CC1F)C(F)(F)F)C(=O)OCC (ethyl 6-chloro-7-fluoro-2-(trifluoromethyl)-2H-chromene-3-carboxylate), ClC1=C(C=CC(=C1)Br)O (2-chloro-4-bromophenol), C([O-])([O-])=O.[K+].[K+] (potassium carbonate), CN(C)C=O (DMF). Run in C(C)(=O)OCC (ethyl acetate). Conditions: temperature 110 celsius. The product is ClC=1C=C2C=C(C(OC2=CC1OC1=C(C=C(C=C1)Br)Cl)C(F)(F)F)C(=O)OCC (Ethyl 6-chloro-7-(2-chloro-4-bromophenoxy)-2-(trifluoromethyl)-2H-chromene-3-carboxylate). Yield: 76.2%. RXN SMILES: [Cl:1][C:2]1[CH:3]=[C:4]2[C:9](=[CH:10][C:11]=1F)[O:8][CH:7]([C:13]([F:16])([F:15])[F:14])[C:6]([C:17]([O:19][CH2:20][CH3:21])=[O:18])=[CH:5]2.[Cl:22][C:23]1[CH:28]=[C:27]([Br:29])[CH:26]=[CH:25][C:24]=1[OH:30].C(=O)([O-])[O-].[K+].[K+].CN(C=O)C>C(OCC)(=O)C>[Cl:1][C:2]1[CH:3]=[C:4]2[C:9](=[CH:10][C:11]=1[O:30][C:24]1[CH:25]=[CH:26][C:27]([Br:29])=[CH:28][C:23]=1[Cl:22])[O:8][CH:7]([C:13]([F:16])([F:15])[F:14])[C:6]([C:17]([O:19][CH2:20][CH3:21])=[O:18])=[CH:5]2 |f:2.3.4|. Procedure details: To the mixture of 1.5 g (4.61 mmol) of ethyl 6-chloro-7-fluoro-2-(trifluoromethyl)-2H-chromene-3-carboxylate, 1.04 g (6.44mmol) of 2-chloro-4-bromophenol, and 0.89 g (8.76 mmol) potassium carbonate was added 10 mL of anhydrous DMF. The resulting mixture was heated to 110° C. for five hrs. After cooling to room temperature the reaction was treated with 150 mL of ethyl acetate. The organic phase was washed with saturated sodium bicarbonate three times and brine three times and dried over anhydrous... Reactants: C(CC)(=O)Cl (propionyl chloride), COC(C[C@@H]1COC2=C1C=CC(=C2)O[C@@H]2CCC1=C(C(=CC=C21)C(F)(F)F)CN2CCNCC2)=O ({(S)-6-[(R)-4-piperazin-1-ylmethyl-5-trifluoromethyl-indan-1-yloxy]-2,3-dihydro-benzofuran-3-yl}-acetic acid methyl ester), Intermediate 27. The solvent is N1=CC=CC=C1 (pyridine). The product is COC(C[C@@H]1COC2=C1C=CC(=C2)O[C@@H]2CCC1=C(C(=CC=C21)C(F)(F)F)CN2CCN(CC2)C(CC)=O)=O ({(S)-6-[(R)-4-(4-Propionyl-piperazin-1-ylmethyl)-5-trifluoromethyl-indan-1-yloxy]-2,3-dihydro-benzofuran-3-yl}-acetic acid methyl ester). Reaction SMILES: [C:1](Cl)(=[O:4])[CH2:2][CH3:3].[CH3:6][O:7][C:8](=[O:40])[CH2:9][C@H:10]1[C:14]2[CH:15]=[CH:16][C:17]([O:19][C@H:20]3[C:28]4[C:23](=[C:24]([CH2:33][N:34]5[CH2:39][CH2:38][NH:37][CH2:36][CH2:35]5)[C:25]([C:29]([F:32])([F:31])[F:30])=[CH:26][CH:27]=4)[CH2:22][CH2:21]3)=[CH:18][C:13]=2[O:12][CH2:11]1>N1C=CC=CC=1>[CH3:6][O:7][C:8](=[O:40])[CH2:9][C@H:10]1[C:14]2[CH:15]=[CH:16][C:17]([O:19][C@H:20]3[C:28]4[C:23](=[C:24]([CH2:33][N:34]5[CH2:35][CH2:36][N:37]([C:1](=[O:4])[CH2:2][CH3:3])[CH2:38][CH2:39]5)[C:25]([C:29]([F:30])([F:31])[F:32])=[CH:26][CH:27]=4)[CH2:22][CH2:21]3)=[CH:18][C:13]=2[O:12][CH2:11]1. Procedure: The title compound is prepared from propionyl chloride and {(S)-6-[(R)-4-piperazin-1-ylmethyl-5-trifluoromethyl-indan-1-yloxy]-2,3-dihydro-benzofuran-3-yl}-acetic acid methyl ester following a procedure analogous to that described for Intermediate 27; pyridine instead of triethylamine is used. LC (method 4): tR=0.97 min; Mass spectrum (ESI+): m/z=547 [M+H]+. Product: C1(=CC=CC=C1)C=1SC2=C3CC(NC3=CC=C2N1)=O (2-phenyl-6,8-dihydro-thiazolo[5,4-e]indol-7-one). RXN SMILES: [N+]([C:4]1[CH:18]=[CH:17][C:7]2[N:8]=[C:9]([C:11]3[CH:16]=[CH:15][CH:14]=[CH:13][CH:12]=3)[S:10][C:6]=2[C:5]=1[CH2:19][C:20]#[N:21])([O-])=O.[OH:22]S(O)(=O)=O.O>O.C(O)(=O)C.[Zn]>[C:11]1([C:9]2[S:10][C:6]3[C:7]([N:8]=2)=[CH:17][CH:18]=[C:4]2[C:5]=3[CH2:19][C:20](=[O:22])[NH:21]2)[CH:12]=[CH:13][CH:14]=[CH:15][CH:16]=1 |f:1.2|. Reagents/catalysts: [Zn] (zinc). Starting materials: [N+](=O)([O-])C1=C(C2=C(N=C(S2)C2=CC=CC=C2)C=C1)CC#N ((6-nitro-2-phenyl-benzothiazole-7-yl)-acetonitrile), crude acid, [N+](=O)([O-])C1=C(C2=C(N=C(S2)C2=CC=CC=C2)C=C1)CC#N ((6-nitro-2-phenyl-benzothiazole-7-yl)-acetonitrile), OS(=O)(=O)O.O (H2SO4 H2O). The solvent is C(C)(=O)O (acetic acid), O (water). Conditions: temperature 100 celsius, time 30 minute. Procedure details: A solution of (6-nitro-2-phenyl-benzothiazole-7-yl)-acetonitrile (40 mg 0.23 mmol) (Starting Material 8) was suspended in concentrated H2SO4/H2O (1/1, 2 mL) and stirred at 100° C. for 30 min. The resulting solution was diluted with water and extracted with ethyl acetate, and the combined organic extracts were dried over anhydrous magnesium sulfate and concentrated in vacuo to give the crude acid. Subsequently, to a solution of the crude acid in acetic acid (3 mL) heated at reflux was added exces...